From a dataset of the Open Reaction Database (ORD), a public repository of structured organic reaction records. describe an organic reaction: reactants, conditions, products, and yield As a reaction SMILES: [N:1]1([C:7]([N:9]2[CH2:14][CH:13]([C:15]3[CH:20]=[CH:19][C:18]([O:21][C:22]([F:25])([F:24])[F:23])=[CH:17][CH:16]=3)[CH2:12][CH:11]([C:26](O)=[O:27])[CH2:10]2)=[O:8])[CH2:6][CH2:5][O:4][CH2:3][CH2:2]1.[C:29]([NH:32][NH2:33])(=[O:31])[CH3:30]>>[C:29]([NH:32][NH:33][C:26]([CH:11]1[CH2:12][CH:13]([C:15]2[CH:20]=[CH:19][C:18]([O:21][C:22]([F:23])([F:25])[F:24])=[CH:17][CH:16]=2)[CH2:14][N:9]([C:7]([N:1]2[CH2:2][CH2:3][O:4][CH2:5][CH2:6]2)=[O:8])[CH2:10]1)=[O:27])(=[O:31])[CH3:30]. Reported procedure: 100 mg (0.25 mmol) of the compound from Example 44A and 37 mg (0.50 mmol) of acetohydrazide were reacted according to the General Method 11A. Yield: 106 mg (93% of theory) Product: C(C)(=O)NNC(=O)C1CN(CC(C1)C1=CC=C(C=C1)OC(F)(F)F)C(=O)N1CCOCC1 (N′-Acetyl-1-(morpholin-4-ylcarbonyl)-5-[4-(trifluoromethoxy)phenyl]piperidine-3-carbohydrazide). Starting materials: N1(CCOCC1)C(=O)N1CC(CC(C1)C1=CC=C(C=C1)OC(F)(F)F)C(=O)O (1-(Morpholin-4-ylcarbonyl)-5-[4-(trifluoromethoxy)phenyl]piperidine-3-carboxylic acid), C(C)(=O)NN (acetohydrazide). The reactants are ice, [N+](=O)(O)[O-] (nitric acid), COC1=CC=C(C=C1)S(=O)(=O)Cl (4-methoxy- benzenesulfonylchloride), [N+](=O)(O)[O-] (nitric acid). Run at time 30 minute. Product: [N+](=O)([O-])C=1C=C(C=CC1OC)S(=O)(=O)Cl (3-nitro-4-methoxy-benzenesulfonyl-chloride). The yield is 89.0%. As a reaction SMILES: [N+:1]([O-:4])(O)=[O:2].[CH3:5][O:6][C:7]1[CH:12]=[CH:11][C:10]([S:13]([Cl:16])(=[O:15])=[O:14])=[CH:9][CH:8]=1>>[N+:1]([C:12]1[CH:11]=[C:10]([S:13]([Cl:16])(=[O:14])=[O:15])[CH:9]=[CH:8][C:7]=1[O:6][CH3:5])([O-:4])=[O:2]. Procedure: 350 ml of fuming nitric acid (8.3 mol) was added very carefully in 25 ml aliquots to the crude product of Example 1 in a one-liter flask. To maintain control over the very vigorous reaction which immediately commenced, each portion of the nitric acid was allowed to react completely (i.e., until no fumes were evolved) before the next portion was added. When addition was complete, the solution was allowed to stand at room temperature for 30 minutes and then carefully poured over ice (1000 g). The ... The reactants are CC(C)c1cc(C(=O)O)c(OCc2ccccc2)cc1OCc1ccccc1, CCN=C=NCCCN(C)C, O=[N+]([O-])c1ccc2c(c1)CNC2, O=C([O-])C(F)(F)F, CN(C)C=O, On1nnc2ccccc21. Yields the product CC(C)c1cc(C(=O)N2Cc3ccc([N+](=O)[O-])cc3C2)c(OCc2ccccc2)cc1OCc1ccccc1. Reaction SMILES: [CH2:1]([c:2]1[cH:3][cH:4][cH:5][cH:6][cH:7]1)[O:8][c:9]1[c:10]([C:11](=[O:12])[OH:13])[cH:14][c:15]([CH:26]([CH3:27])[CH3:28])[c:16]([O:18][CH2:19][c:20]2[cH:21][cH:22][cH:23][cH:24][cH:25]2)[cH:17]1.[CH3:48][CH2:49][N:50]=[C:51]=[N:52][CH2:53][CH2:54][CH2:55][N:56]([CH3:57])[CH3:58].[N+:29](=[O:30])([O-:31])[c:32]1[cH:33][c:34]2[c:38]([cH:39][cH:40]1)[CH2:37][NH:36][CH2:35]2.[O-:41][C:42]([C:43]([F:44])([F:45])[F:46])=[O:47].[O:69]=[CH:70][N:71]([CH3:72])[CH3:73].[OH:59][n:60]1[c:61]2[c:62]([cH:63][cH:64][cH:65][cH:66]2)[n:67][n:68]1>>[CH2:1]([c:2]1[cH:3][cH:4][cH:5][cH:6][cH:7]1)[O:8][c:9]1[c:10]([C:11](=[O:12])[N:36]2[CH2:35][c:34]3[cH:33][c:32]([N+:29](=[O:30])[O-:31])[cH:40][cH:39][c:38]3[CH2:37]2)[cH:14][c:15]([CH:26]([CH3:27])[CH3:28])[c:16]([O:18][CH2:19][c:20]2[cH:21][cH:22][cH:23][cH:24][cH:25]2)[cH:17]1. Starting materials: [H-].[Na+] (sodium hydride), C(C1=CC=CC=C1)OC1=CC=CC2=C1NC1=C2C2=C(C=3C4=CC=CC(=C4NC13)OCC1=CC=CC=C1)C(NC2=O)=O (1,11-dibenzyloxy-12,13-dihydro-5H-indolo[2,3-a]pyrrolo[3,4-c]carbazole-5,7(6H)-dione), C(C1=CC=CC=C1)OCCl (benzyloxymethyl chloride). Solvent: O (water), CN(C)C=O (DMF). Yields the product C(C1=CC=CC=C1)OCN1C(C=2C3=C(C=4NC5=C(C=CC=C5C4C2C1=O)OCC1=CC=CC=C1)NC=1C(=CC=CC13)OCC1=CC=CC=C1)=O (6-benzyloxymethyl-1,11-dibenzyloxy-12,13-dihydro-5H-indolo[2,3-a]pyrrolo[3,4-c]carbazole-5,7(6H)-dione). Isolated yield 61.7%. Reaction SMILES: [CH2:1]([O:8][C:9]1[C:14]2[NH:15][C:16]3[C:28]4[NH:27][C:26]5[C:21](=[CH:22][CH:23]=[CH:24][C:25]=5[O:29][CH2:30][C:31]5[CH:36]=[CH:35][CH:34]=[CH:33][CH:32]=5)[C:20]=4[C:19]4[C:37](=[O:41])[NH:38][C:39](=[O:40])[C:18]=4[C:17]=3[C:13]=2[CH:12]=[CH:11][CH:10]=1)[C:2]1[CH:7]=[CH:6][CH:5]=[CH:4][CH:3]=1.[H-].[Na+].[CH2:44]([O:51][CH2:52]Cl)[C:45]1[CH:50]=[CH:49][CH:48]=[CH:47][CH:46]=1>CN(C=O)C.O>[CH2:44]([O:51][CH2:52][N:38]1[C:39](=[O:40])[C:18]2[C:17]3[C:13]4[C:14](=[C:9]([O:8][CH2:1][C:2]5[CH:7]=[CH:6][CH:5]=[CH:4][CH:3]=5)[CH:10]=[CH:11][CH:12]=4)[NH:15][C:16]=3[C:28]3[NH:27][C:26]4[C:25]([O:29][CH2:30][C:31]5[CH:36]=[CH:35][CH:34]=[CH:33][CH:32]=5)=[CH:24][CH:23]=[CH:22][C:21]=4[C:20]=3[C:19]=2[C:37]1=[O:41])[C:45]1[CH:50]=[CH:49][CH:48]=[CH:47][CH:46]=1 |f:1.2|. Procedure details: 143.8 mg of 1,11-dibenzyloxy-12,13-dihydro-5H-indolo[2,3-a]pyrrolo[3,4-c]carbazole-5,7(6H)-dione was dissolved in 50 ml of DMF, 128.8 mg of 60% oily sodium hydride (NaH) was added, 36.5 μl of benzyloxymethyl chloride was gradually added under ice cooling over a period of 10 minutes, and the mixture was subjected to reaction at 0° C. for further 1 hour. The reaction solution was diluted with water and extracted with ethyl acetate, the ethyl acetate layer was dried over sodium sulfate and concentr... Reactants: CC(=O)[O-], CC(=O)[O-], ClC(Cl)Cl, CC(C)(C#N)Oc1ccc(Cl)cc1, CC(C)(N)CO, N, [Zn+2]. Yields the product CC1(C)COC(C(C)(C)Oc2ccc(Cl)cc2)=N1. As a reaction SMILES: [CH3:22][C:23](=[O:24])[O-:25].[CH3:26][C:27](=[O:28])[O-:29].[CH:30]([Cl:31])([Cl:32])[Cl:33].[Cl:1][c:2]1[cH:3][cH:4][c:5]([O:6][C:7]([C:8]#[N:9])([CH3:10])[CH3:11])[cH:12][cH:13]1.[NH2:14][C:15]([CH2:16][OH:17])([CH3:18])[CH3:19].[NH3:20].[Zn+2:21]>>[Cl:1][c:2]1[cH:3][cH:4][c:5]([O:6][C:7]([C:8]2=[N:9][C:15]([CH3:18])([CH3:19])[CH2:16][O:17]2)([CH3:10])[CH3:11])[cH:12][cH:13]1.